From a dataset of the Open Reaction Database (ORD), a public repository of structured organic reaction records. describe an organic reaction: reactants, conditions, products, and yield The reactants are C(C=C)(=O)OC (methyl acrylate), C(=O)(OC(C)(C)C)NCCN (Mono-BOC-ethylenediamine), C(C=C)(=O)OC (methyl acrylate). Run in C(C)#N (acetonitrile), C(C)#N (acetonitrile). Yields the product COC(CCNCCNC(=O)OC(C)(C)C)=O ((N-BOC-aminoethyl)-β-alanine methyl ester). Yield: 52.1%. RXN SMILES: [C:1]([NH:8][CH2:9][CH2:10][NH2:11])([O:3][C:4]([CH3:7])([CH3:6])[CH3:5])=[O:2].[C:12]([O:16][CH3:17])(=[O:15])[CH:13]=[CH2:14]>C(#N)C>[CH3:17][O:16][C:12](=[O:15])[CH2:13][CH2:14][NH:11][CH2:10][CH2:9][NH:8][C:1]([O:3][C:4]([CH3:5])([CH3:6])[CH3:7])=[O:2]. Reported procedure: Mono-BOC-ethylenediamine (2) (16.28 g, 0.102 mol) was dissolved in acetonitrile (400 mL) and methyl acrylate (91.5 mL, 1.02 mol) was transferred to the mixture with acetonitrile (200 mL). The solution was refluxed overnight under nitrogen in the dark to avoid polymerization of methyl acrylate. After evaporation to dryness in vacuo, a mixture of water and ether (200 mL+200 mL) was added, and the solution was filtered and vigorously stirred. The aqueous phase was extracted one additional time with...